Dataset: the Open Reaction Database (ORD), a public repository of structured organic reaction records. Task: describe an organic reaction: reactants, conditions, products, and yield Reactants: CC(=O)O, O=C(O)Cc1ccc(F)cc1Sc1ccc([N+](=O)[O-])cc1, [Fe], [Na+], [OH-], O. The product is Nc1ccc(Sc2cc(F)ccc2CC(=O)O)cc1. RXN SMILES: [CH3:25][C:26](=[O:27])[OH:28].[F:1][c:2]1[cH:3][c:4]([S:12][c:13]2[cH:14][cH:15][c:16]([N+:19]([O-:20])=[O:21])[cH:17][cH:18]2)[c:5]([CH2:8][C:9](=[O:10])[OH:11])[cH:6][cH:7]1.[Fe:29].[Na+:24].[OH-:23].[OH2:22]>>[F:1][c:2]1[cH:3][c:4]([S:12][c:13]2[cH:14][cH:15][c:16]([NH2:19])[cH:17][cH:18]2)[c:5]([CH2:8][C:9](=[O:10])[OH:11])[cH:6][cH:7]1.